From a dataset of the Open Reaction Database (ORD), a public repository of structured organic reaction records. describe an organic reaction: reactants, conditions, products, and yield The product is ClC1=NC(=NC(=C1NC=O)NOCCCOCOC)NC=O (4-Chloro-6-[3-(methoxymethoxy)propoxy]amino-2,5-diformamidopyrimidine). RXN SMILES: Cl[C:2]1[C:7]([NH:8][CH:9]=[O:10])=[C:6]([Cl:11])[N:5]=[C:4]([NH:12][CH:13]=[O:14])[N:3]=1.[CH3:15][O:16][CH2:17][O:18][CH2:19][CH2:20][CH2:21][O:22][NH2:23].C(N(CC)C(C)C)(C)C>COCCOCCOC>[Cl:11][C:6]1[C:7]([NH:8][CH:9]=[O:10])=[C:2]([NH:23][O:22][CH2:21][CH2:20][CH2:19][O:18][CH2:17][O:16][CH3:15])[N:3]=[C:4]([NH:12][CH:13]=[O:14])[N:5]=1. Solvent: COCCOCCOC (diglyme). Starting materials: ClC1=NC(=NC(=C1NC=O)Cl)NC=O (4,6-dichloro-2,5-diformamidopyrimidine), COCOCCCON (3-(methoxymethoxy)propoxyamine), C(C)(C)N(C(C)C)CC (N,N-diisopropylethylamine). Reported procedure: A mixture of 4,6-dichloro-2,5-diformamidopyrimidine (1.75 g, 7.4 mmol), 3-(methoxymethoxy)propoxyamine (1.0 g, 7.4 mmol) and N,N-diisopropylethylamine (2 g, 15.5 mmol) in dry diglyme was heated to 100° C. for 2 hr. The cooled reaction mixture was filtered and the filtrate was evaporated in vacuo. The residue was purified by column chromatography on silica eluting with ethyl acetate:hexane (50:50) then ethyl acetate to give the title compound as a yellow oil which was crystallised from ethyl acet... Run at temperature 100 celsius.